From a dataset of the Open Reaction Database (ORD), a public repository of structured organic reaction records. describe an organic reaction: reactants, conditions, products, and yield Starting materials: CCc1cn(C2OC(CO)C(O)C2O)c2nc(N)nc(Cl)c12, [Na+], [OH-]. Yields the product CCc1cn(C2OC(CO)C(O)C2O)c2nc(N)[nH]c(=O)c12. RXN SMILES: [NH2:1][c:2]1[n:3][c:4]([Cl:22])[c:5]2[c:6]([n:7]1)[n:8]([CH:13]1[CH:14]([OH:15])[CH:16]([OH:17])[CH:18]([CH2:20][OH:21])[O:19]1)[cH:9][c:10]2[CH2:11][CH3:12].[Na+:24].[OH-:23]>>[NH2:1][c:2]1[nH:3][c:4](=[O:23])[c:5]2[c:6]([n:7]1)[n:8]([CH:13]1[CH:14]([OH:15])[CH:16]([OH:17])[CH:18]([CH2:20][OH:21])[O:19]1)[cH:9][c:10]2[CH2:11][CH3:12]. Reactants: FC1=CC=C(C=C1)C1C(NC=2C=CC=C(C2C1=O)C(=O)OCC)C=1N(C=CN1)C (ethyl 3-(4-fluorophenyl)-2-(1-methyl-1H-imidazol-2-yl)-4-oxo-1,2,3,4-tetrahydroquinoline-5-carboxylate), O.NN (hydrazine monohydrate). Solvent: CO (methanol). Reaction conditions: time 4 hour. Product: FC1=CC=C(C=C1)C1C(NC=2C=3C1=NNC(C3C=CC2)=O)C=2C=C3C=CC=NC3=CC2 (9-(4-Fluorophenyl)-8-(quinolin-6-yl)-8,9-dihydro-2H-pyrido[4,3,2-de]phthalazin-3(7H)-one). Isolated yield 25.0%. As a reaction SMILES: [F:1][C:2]1[CH:7]=[CH:6][C:5]([CH:8]2[C:17](=O)[C:16]3[C:15]([C:19](OCC)=[O:20])=[CH:14][CH:13]=[CH:12][C:11]=3[NH:10][CH:9]2[C:24]2N(C)C=CN=2)=[CH:4][CH:3]=1.O.[NH2:31][NH2:32]>CO>[F:1][C:2]1[CH:7]=[CH:6][C:5]([CH:8]2[C:17]3=[N:31][NH:32][C:19](=[O:20])[C:15]4[CH:14]=[CH:13][CH:12]=[C:11]([C:16]=43)[NH:10][CH:9]2[C:24]2[CH:15]=[C:16]3[C:11](=[CH:12][CH:13]=2)[N:10]=[CH:9][CH:8]=[CH:17]3)=[CH:4][CH:3]=1 |f:1.2|. Reported procedure: A mixture of ethyl 3-(4-fluorophenyl)-2-(1-methyl-1H-imidazol-2-yl)-4-oxo-1,2,3,4-tetrahydroquinoline-5-carboxylate (260 mg, 0.59 mmol) in 85% hydrazine monohydrate (1 mL) and methanol (5 mL) was stirred at room temperature for 4 h. The resulting mixture was filtered and washed by water (20 mL) and methanol (5 mL) to obtain the title compound as a white solid (61 mg, yield 25%). LC-MS (ESI) m/z: 409(M+1)+. 1H-NMR (400 MHz, DMSO-d6) δ (ppm): 4.52-4.55 (d, J=9.6 Hz, 1H), 4.98-5.01 (d, J=9.6 Hz, 1H... The reactants are FC1=C(CN(C)CCOC2=CC=C(C=C2)C(CCC(=O)OC(C)(C)C)=O)C=CC=C1 (tert-Butyl 4-[4-(2-(N-(2-fluorobenzyl)-N-methylamino)ethoxy)phenyl]-4-oxobutyrate), FC(C(=O)O)(F)F (trifluoroacetic acid). The solvent is ClCCl (dichloromethane). Run at time 2 hour. Product: FC1=C(CN(C)CCOC2=CC=C(C=C2)C(CCC(=O)O)=O)C=CC=C1 (4-[4-(2-(N-(2-fluorobenzyl)-N-methylamino)ethoxy)phenyl]-4-oxobutyric acid). Reaction SMILES: [F:1][C:2]1[CH:30]=[CH:29][CH:28]=[CH:27][C:3]=1[CH2:4][N:5]([CH2:7][CH2:8][O:9][C:10]1[CH:15]=[CH:14][C:13]([C:16](=[O:26])[CH2:17][CH2:18][C:19]([O:21]C(C)(C)C)=[O:20])=[CH:12][CH:11]=1)[CH3:6].FC(F)(F)C(O)=O>ClCCl>[F:1][C:2]1[CH:30]=[CH:29][CH:28]=[CH:27][C:3]=1[CH2:4][N:5]([CH2:7][CH2:8][O:9][C:10]1[CH:15]=[CH:14][C:13]([C:16](=[O:26])[CH2:17][CH2:18][C:19]([OH:21])=[O:20])=[CH:12][CH:11]=1)[CH3:6]. Reported procedure: A solution of tert-Butyl 4-[4-(2-(N-(2-fluorobenzyl)-N-methylamine)ethoxy)phenyl]-4-oxobutyrate (Step E, 2.23 g, 5.3 mol) in dichloromethane (20 ml) was treated with trifluoroacetic acid (10 ml). The reaction mixture was stirred at ambient temperature for 2 hours, and concentrated in vacuo. The purification was done by flash chromatography on silica gel column (chloroform:methanol, 92.5:7.5-90:10 spiked with acetic acid) to provide the title compound. Reactants: C(CCC)C1=C(C(N(C(=N1)C)C=1C=C2CCC(C2=CC1)O)=O)CC1=CC=C(C=C1)C1=C(C=CC=C1)C1=NOC(N1)=O (6-butyl-3-(1-hydroxy-2,3-dihydro-1H-inden-5-yl)-2-methyl-5-{[2′-(5-oxo-4,5-dihydro-1,2,4-oxadiazol-3-yl)biphenyl-4-yl]methyl}pyrimidin-4(3H)-one), CC(=O)OI1(C2=CC=CC=C2C(=O)O1)(OC(=O)C)OC(=O)C (1,1,1-tris(acetyloxy)-1,1-dihydro-1,2-benziodoxol-3(1H)-one), C(C)(=O)OCC (Ethyl acetate), S(=S)(=O)([O-])[O-].[Na+].[Na+] (sodium thiosulfate). Solvent: C(C)#N (acetonitrile), O (water). Conditions: time 2 hour. The product is C(CCC)C1=C(C(N(C(=N1)C)C=1C=C2CCC(C2=CC1)=O)=O)CC1=CC=C(C=C1)C1=C(C=CC=C1)C1=NOC(N1)=O (6-butyl-2-methyl-3-(1-oxo-2,3-dihydro-1H-inden-5-yl)-5-{[2′-(5-oxo-4,5-dihydro-1,2,4-oxadiazol-3-yl)biphenyl-4-yl]methyl}pyrimidin-4(3H)-one). Isolated yield 49.3%. Reaction SMILES: [CH2:1]([C:5]1[N:10]=[C:9]([CH3:11])[N:8]([C:12]2[CH:13]=[C:14]3[C:18](=[CH:19][CH:20]=2)[CH:17]([OH:21])[CH2:16][CH2:15]3)[C:7](=[O:22])[C:6]=1[CH2:23][C:24]1[CH:29]=[CH:28][C:27]([C:30]2[CH:35]=[CH:34][CH:33]=[CH:32][C:31]=2[C:36]2[NH:40][C:39](=[O:41])[O:38][N:37]=2)=[CH:26][CH:25]=1)[CH2:2][CH2:3][CH3:4].CC(OI1(OC(C)=O)(OC(C)=O)OC(=O)C2C1=CC=CC=2)=O.C(OCC)(=O)C.S([O-])([O-])(=O)=S.[Na+].[Na+]>C(#N)C.O>[CH2:1]([C:5]1[N:10]=[C:9]([CH3:11])[N:8]([C:12]2[CH:13]=[C:14]3[C:18](=[CH:19][CH:20]=2)[C:17](=[O:21])[CH2:16][CH2:15]3)[C:7](=[O:22])[C:6]=1[CH2:23][C:24]1[CH:29]=[CH:28][C:27]([C:30]2[CH:35]=[CH:34][CH:33]=[CH:32][C:31]=2[C:36]2[NH:40][C:39](=[O:41])[O:38][N:37]=2)=[CH:26][CH:25]=1)[CH2:2][CH2:3][CH3:4] |f:3.4.5|. Procedure: To a solution of 6-butyl-3-(1-hydroxy-2,3-dihydro-1H-inden-5-yl)-2-methyl-5-{[2′-(5-oxo-4,5-dihydro-1,2,4-oxadiazol-3-yl)biphenyl-4-yl]methyl}pyrimidin-4(3H)-one (0.055 g) in acetonitrile (2 mL) was added 1,1,1-tris(acetyloxy)-1,1-dihydro-1,2-benziodoxol-3(1H)-one (0.085 g), and the mixture was stirred for 2 hr. Ethyl acetate, water and sodium thiosulfate were added to the reaction mixture, and the mixture was extracted with ethyl acetate. The organic layer was washed with saturated brine and dr... The reactants are O=C(N1CCc2ccc(C(F)(F)F)c(OS(=O)(=O)C(F)(F)F)c2CC1)C(F)(F)F, CC(N)c1ccc(F)cc1. The product is CC(Nc1c(C(F)(F)F)ccc2c1CCN(C(=O)C(F)(F)F)CC2)c1ccc(F)cc1. Reaction SMILES: [F:1][C:2]([C:3](=[O:4])[N:5]1[CH2:6][CH2:7][c:8]2[c:9]([c:12]([O:20][S:21]([C:22]([F:23])([F:24])[F:25])(=[O:26])=[O:27])[c:13]([C:16]([F:17])([F:18])[F:19])[cH:14][cH:15]2)[CH2:10][CH2:11]1)([F:28])[F:29].[F:30][c:31]1[cH:32][cH:33][c:34]([CH:37]([CH3:38])[NH2:39])[cH:35][cH:36]1>>[F:1][C:2]([C:3](=[O:4])[N:5]1[CH2:6][CH2:7][c:8]2[c:9]([c:12]([NH:39][CH:37]([c:34]3[cH:33][cH:32][c:31]([F:30])[cH:36][cH:35]3)[CH3:38])[c:13]([C:16]([F:17])([F:18])[F:19])[cH:14][cH:15]2)[CH2:10][CH2:11]1)([F:28])[F:29]. Reactants: Cl (HCl), BrC=1C=C(C=CC1)C1(COCC(N1)=O)C(F)F (5-(3-Bromo-phenyl)-5-difluoromethyl-morpholin-3-one), C(C)(=O)OCC (ethyl acetate), P12(=S)SP3(=S)SP(=S)(S1)SP(=S)(S2)S3 (P2S5). The solvent is N1=CC=CC=C1 (pyridine). Product: BrC=1C=C(C=CC1)C1(COCC(N1)=S)C(F)F (5-(3-Bromo-phenyl)-5-difluoromethyl-morpholine-3-thione). RXN SMILES: [Br:1][C:2]1[CH:3]=[C:4]([C:8]2([CH:15]([F:17])[F:16])[NH:13][C:12](=O)[CH2:11][O:10][CH2:9]2)[CH:5]=[CH:6][CH:7]=1.P12(SP3(SP(SP(S3)(S1)=S)(=S)S2)=S)=[S:19].C(OCC)(=O)C.Cl>N1C=CC=CC=1>[Br:1][C:2]1[CH:3]=[C:4]([C:8]2([CH:15]([F:17])[F:16])[NH:13][C:12](=[S:19])[CH2:11][O:10][CH2:9]2)[CH:5]=[CH:6][CH:7]=1. Reported procedure: 5-(3-Bromo-phenyl)-5-difluoromethyl-morpholin-3-one (6.10 g, 19.93 mmol) was dissolved in 63 ml dry pyridine, and P2S5 (5.32 g, 23.91 mmol) was added. The mixture was heated to 80° V for 2 hrs. After completion, the mixture was put between ethyl acetate and 1H HCl solution. Phases were separated and the organic phase was washed with 1 N HCl, saturated NaHCO3 solution and brine. The organic phases were combined, dried over Na2SO4 and concentrated under reduced pressure to yield the title compound... The reactants are COC(=O)C=1C=C(C(=O)C2=NC(=CC=C2)\C=C\C(CCCCCCCC)O)C=CC1 (2-(3-methoxycarbonylbenzoyl)-6-[(1E)-(3RS)-3-hydroxy-1-undecenyl]-pyridine), 1, [OH-].[Na+] (sodium hydroxide). Run in CO (methanol). Product: C(=O)(O)C=1C=C(C(=O)C2=NC(=CC=C2)\C=C\C(CCCCCCCC)O)C=CC1 (2-(3-Carboxybenzoyl)-6-[(1E)-(3RS)-3-hydroxy-1-undecenyl]-pyridine). Isolated yield 77.7%. RXN SMILES: C[O:2][C:3]([C:5]1[CH:6]=[C:7]([CH:28]=[CH:29][CH:30]=1)[C:8]([C:10]1[CH:15]=[CH:14][CH:13]=[C:12](/[CH:16]=[CH:17]/[CH:18]([OH:27])[CH2:19][CH2:20][CH2:21][CH2:22][CH2:23][CH2:24][CH2:25][CH3:26])[N:11]=1)=[O:9])=[O:4].[OH-].[Na+]>CO>[C:3]([C:5]1[CH:6]=[C:7]([CH:28]=[CH:29][CH:30]=1)[C:8]([C:10]1[CH:15]=[CH:14][CH:13]=[C:12](/[CH:16]=[CH:17]/[CH:18]([OH:27])[CH2:19][CH2:20][CH2:21][CH2:22][CH2:23][CH2:24][CH2:25][CH3:26])[N:11]=1)=[O:9])([OH:4])=[O:2] |f:1.2|. Procedure: Under the conditions of example 2, 20 mg of 2-(3-methoxycarbonylbenzoyl)-6-[(1E)-(3RS)-3-hydroxy-1-undecenyl]-pyridine in 1 ml of methanol is saponified with 2 ml of 1 n sodium hydroxide solution and worked up. 15 mg of the title compound is obtained as colorless oil. The reactants are ClC1=C(C=NC2=C(C=CC=C12)OC)C#N (4-chloro-8-methoxy-3-quinolinecarbonitrile), product, NC1=CC2=C(NN=N2)C=C1 (5-aminobenzotriazole), Cl.N1=CC=CC=C1 (pyridine hydrochloride). The solvent is C(C)OCCO (2-ethoxyethanol). Run at temperature 100 celsius. The product is N1=NNC2=C1C=CC(=C2)NC2=C(C=NC1=C(C=CC=C21)OC)C#N (4-(3H-benzotriazol-5-ylamino)-8-methoxy-quinoline-3-carbonitrile). As a reaction SMILES: Cl[C:2]1[C:11]2[C:6](=[C:7]([O:12][CH3:13])[CH:8]=[CH:9][CH:10]=2)[N:5]=[CH:4][C:3]=1[C:14]#[N:15].[NH2:16][C:17]1[CH:25]=[CH:24][C:20]2[NH:21][N:22]=[N:23][C:19]=2[CH:18]=1.Cl.N1C=CC=CC=1>C(OCCO)C>[N:21]1[C:20]2[CH:24]=[CH:25][C:17]([NH:16][C:2]3[C:11]4[C:6](=[C:7]([O:12][CH3:13])[CH:8]=[CH:9][CH:10]=4)[N:5]=[CH:4][C:3]=3[C:14]#[N:15])=[CH:18][C:19]=2[NH:23][N:22]=1 |f:2.3|. Procedure: Using an analogous procedure to that described in Example 141, 218.6 mg (1 mmol) of 4-chloro-8-methoxy-3-quinolinecarbonitrile, 161.0 mg (1.2 mmol) of 5-aminobenzotriazole and 115.6 mg (1 mmol) of pyridine hydrochloride in 10 mL of 2-ethoxyethanol was heated at 100° C. for 1 hr. The work up gave 213.5 mg (67.6%) of the product as a yellow solid, m.p.>250 C., mass (electrospray, m/e): M+H 316.9. HRCIMS: calcd 316.107 for C17H12N6O (M+), obsd 316.1079.